From a dataset of the Open Reaction Database (ORD), a public repository of structured organic reaction records. describe an organic reaction: reactants, conditions, products, and yield The reactants are O=C(Cl)c1ccc(Br)cc1, CC(=O)O, O=C(O)C1NCCNC1C(=O)O, [Na+], [OH-]. Yields the product O=C(O)C1NCCN(C(=O)c2ccc(Br)cc2)C1C(=O)O. RXN SMILES: [Br:13][c:14]1[cH:15][cH:16][c:17]([C:18](=[O:19])[Cl:20])[cH:21][cH:22]1.[CH3:23][C:24](=[O:25])[OH:26].[NH:1]1[CH:2]([C:10](=[O:11])[OH:12])[CH:3]([C:7](=[O:8])[OH:9])[NH:4][CH2:5][CH2:6]1.[Na+:28].[OH-:27]>>[N:1]1([C:18]([c:17]2[cH:16][cH:15][c:14]([Br:13])[cH:22][cH:21]2)=[O:19])[CH:2]([C:10](=[O:11])[OH:12])[CH:3]([C:7](=[O:8])[OH:9])[NH:4][CH2:5][CH2:6]1.